From a dataset of the Open Reaction Database (ORD), a public repository of structured organic reaction records. describe an organic reaction: reactants, conditions, products, and yield Yields the product CCCC(CCC)(Oc1ccc(Cl)cc1C1CC(=O)NC(c2cc(Cl)ccc2C)C12C(=O)Nc1cc(Cl)ccc12)C(=O)O. RXN SMILES: [CH3:50][OH:51].[Cl:1][c:2]1[cH:3][cH:4][c:5]2[c:9]([cH:10]1)[NH:8][C:7](=[O:11])[C:6]21[CH:12]([c:38]2[c:39]([CH3:45])[cH:40][cH:41][c:42]([Cl:44])[cH:43]2)[NH:13][C:14](=[O:37])[CH2:15][CH:16]1[c:17]1[c:18]([O:24][C:25]([CH2:26][CH2:27][CH3:28])([CH2:29][CH2:30][CH3:31])[C:32](=[O:33])[O:34][CH2:35][CH3:36])[cH:19][cH:20][c:21]([Cl:23])[cH:22]1.[Li+:47].[OH-:46].[OH2:48].[OH2:49]>>[Cl:1][c:2]1[cH:3][cH:4][c:5]2[c:9]([cH:10]1)[NH:8][C:7](=[O:11])[C:6]21[CH:12]([c:38]2[c:39]([CH3:45])[cH:40][cH:41][c:42]([Cl:44])[cH:43]2)[NH:13][C:14](=[O:37])[CH2:15][CH:16]1[c:17]1[c:18]([O:24][C:25]([CH2:26][CH2:27][CH3:28])([CH2:29][CH2:30][CH3:31])[C:32](=[O:33])[OH:34])[cH:19][cH:20][c:21]([Cl:23])[cH:22]1. Reactants: CO, CCCC(CCC)(Oc1ccc(Cl)cc1C1CC(=O)NC(c2cc(Cl)ccc2C)C12C(=O)Nc1cc(Cl)ccc12)C(=O)OCC, [Li+], [OH-], O, O. Starting materials: COC(=O)c1ccc(C(=O)CC(=O)OCc2ccccc2)cc1, Cc1ccccc1, ClCCl, O. Yields the product COC(=O)c1ccc(C(=O)C(Cl)C(=O)OCc2ccccc2)cc1. As a reaction SMILES: [CH3:1][O:2][C:3]([c:4]1[cH:5][cH:6][c:7]([C:10]([CH2:11][C:12](=[O:13])[O:14][CH2:15][c:16]2[cH:17][cH:18][cH:19][cH:20][cH:21]2)=[O:22])[cH:8][cH:9]1)=[O:23].[CH3:28][c:29]1[cH:30][cH:31][cH:32][cH:33][cH:34]1.[Cl:25][CH2:26][Cl:27].[OH2:24]>>[CH3:1][O:2][C:3]([c:4]1[cH:5][cH:6][c:7]([C:10]([CH:11]([C:12](=[O:13])[O:14][CH2:15][c:16]2[cH:17][cH:18][cH:19][cH:20][cH:21]2)[Cl:25])=[O:22])[cH:8][cH:9]1)=[O:23]. Starting materials: [BH4-], CCO, CN1c2ccncc2N=Cc2cccn21, [Na+]. Product: CN1c2ccncc2NCc2cccn21. As a reaction SMILES: [BH4-:16].[CH3:18][CH2:19][OH:20].[CH3:1][N:2]1[n:3]2[c:4]([cH:13][cH:14][cH:15]2)[CH:5]=[N:6][c:7]2[c:8]1[cH:9][cH:10][n:11][cH:12]2.[Na+:17]>>[CH3:1][N:2]1[n:3]2[c:4]([cH:13][cH:14][cH:15]2)[CH2:5][NH:6][c:7]2[c:8]1[cH:9][cH:10][n:11][cH:12]2.